describe an organic reaction: reactants, conditions, products, and yield From a dataset of the Open Reaction Database (ORD), a public repository of structured organic reaction records. Starting materials: C1=CC=CC=C1 (benzene), OC1=C(C(=O)Cl)C=CC=C1CC (2-hydroxy-3-ethyl benzoic acid chloride). Product: OC1=C(C(=O)C2=CC=CC=C2)C=CC=C1CC (2-Hydroxy-3-ethylbenzophenone). Yield: 58.1%. Reaction SMILES: [CH:1]1[CH:6]=[CH:5][CH:4]=[CH:3][CH:2]=1.[OH:7][C:8]1[C:16]([CH2:17][CH3:18])=[CH:15][CH:14]=[CH:13][C:9]=1[C:10](Cl)=[O:11]>>[OH:7][C:8]1[C:16]([CH2:17][CH3:18])=[CH:15][CH:14]=[CH:13][C:9]=1[C:10]([C:1]1[CH:6]=[CH:5][CH:4]=[CH:3][CH:2]=1)=[O:11]. Procedure details: This compound (44.67 g) was prepared from benzene (172 g, 2.2 mole) and 2-hydroxy-3-ethyl benzoic acid chloride (63.15 g, 0.34 mole), using the same conditions as in Example 4. The b.p. of the compound was 123°-126° C./0.14 mm, ηD22 1.6081, γ max. (film) 1630 cm-1. The same compound was obtained using the method of Example 2.